From a dataset of the Open Reaction Database (ORD), a public repository of structured organic reaction records. describe an organic reaction: reactants, conditions, products, and yield Starting materials: CC(C)(C)CO, [Cl-], Clc1cc(Cl)ncn1, [H-], [NH4+], [Na+], C1CCOC1. The product is CC(C)(C)COc1cc(Cl)ncn1. RXN SMILES: [CH3:3][C:4]([CH2:5][OH:6])([CH3:7])[CH3:8].[Cl-:17].[Cl:9][c:10]1[n:11][cH:12][n:13][c:14]([Cl:16])[cH:15]1.[H-:1].[NH4+:18].[Na+:2].[O:19]1[CH2:20][CH2:21][CH2:22][CH2:23]1>>[CH3:3][C:4]([CH2:5][O:6][c:14]1[n:13][cH:12][n:11][c:10]([Cl:9])[cH:15]1)([CH3:7])[CH3:8].